This data is from the Open Reaction Database (ORD), a public repository of structured organic reaction records. The task is: describe an organic reaction: reactants, conditions, products, and yield Reactants: CC=1C=C(C=CC1C)N(C1=CC(=C(C=C1)C)C)C1=CC=CC=C1 (4-[N,N-bis-(3,4-dimethylphenyl) amino] benzene), CN(C)C=O (DMF), P(=O)(Cl)(Cl)Cl (phosphorus oxychloride). Run in ice water, O (water). Yields the product CC=1C=C(C=CC1C)N(C1=CC(=C(C=C1)C)C)C1=CC=C(C=O)C=C1 (4-[N,N-bis-(3,4-dimethylphenyl) amino] benzaldehyde). Reaction SMILES: [CH3:1][C:2]1[CH:3]=[C:4]([N:9]([C:18]2[CH:23]=[CH:22][CH:21]=[CH:20][CH:19]=2)[C:10]2[CH:15]=[CH:14][C:13]([CH3:16])=[C:12]([CH3:17])[CH:11]=2)[CH:5]=[CH:6][C:7]=1[CH3:8].CN([CH:27]=[O:28])C.P(Cl)(Cl)(Cl)=O>O>[CH3:17][C:12]1[CH:11]=[C:10]([N:9]([C:18]2[CH:23]=[CH:22][C:21]([CH:27]=[O:28])=[CH:20][CH:19]=2)[C:4]2[CH:5]=[CH:6][C:7]([CH3:8])=[C:2]([CH3:1])[CH:3]=2)[CH:15]=[CH:14][C:13]=1[CH3:16]. Procedure: 124.6 g of 4-[N,N-bis-(3,4-dimethylphenyl) amino] benzene and 35.5 mL of DMF were placed in a three-neck flask, and while stirring while cooling in ice water, 84.4 mL of phosphorus oxychloride was dropped into the flask. Upon completion of the addition of the drops, the mixture solution was reacted for 5 hours at 95° C., then poured into 4 L of warm water, and stirred for 1 hour. The precipitate was collected and washed in a 1:1 mixture solution of ethanol/water, and 4-[N,N-bis-(3,4-dimethylphen...